Dataset: the Open Reaction Database (ORD), a public repository of structured organic reaction records. Task: describe an organic reaction: reactants, conditions, products, and yield Reactants: C1(=CC=C(C=C1)NC1=C(C=CC=C1NC1=CC=C(C=C1)C)C1=CC2=C(S1)C=CC=C2)C (2,3-di-p-tolylaminophenyl-benzo[b]thiophene), BrC=1C=CC2=C(SC(=C2C2=CC=C(C=C2)C)C2=CC=C(C=C2)C)C1 (6-bromo-2,3-di-p-tolyl-benzo[b]thiophene). The product is BrC1=CC=C(C(=C1C1=CC2=C(S1)C=CC=C2)NC2=CC=C(C=C2)C)NC2=CC=C(C=C2)C (6-bromo-2,3-di-p-tolylaminophenyl-benzo[b]thiophene). As a reaction SMILES: [C:1]1([CH3:31])[CH:6]=[CH:5][C:4]([NH:7][C:8]2[C:13]([NH:14][C:15]3[CH:20]=[CH:19][C:18]([CH3:21])=[CH:17][CH:16]=3)=[CH:12][CH:11]=[CH:10][C:9]=2[C:22]2[S:26][C:25]3[CH:27]=[CH:28][CH:29]=[CH:30][C:24]=3[CH:23]=2)=[CH:3][CH:2]=1.[Br:32]C1C=CC2C(C3C=CC(C)=CC=3)=C(C3C=CC(C)=CC=3)SC=2C=1>>[Br:32][C:10]1[C:9]([C:22]2[S:26][C:25]3[CH:27]=[CH:28][CH:29]=[CH:30][C:24]=3[CH:23]=2)=[C:8]([NH:7][C:4]2[CH:3]=[CH:2][C:1]([CH3:31])=[CH:6][CH:5]=2)[C:13]([NH:14][C:15]2[CH:20]=[CH:19][C:18]([CH3:21])=[CH:17][CH:16]=2)=[CH:12][CH:11]=1. Reported procedure: Intermediate C was synthesized in the same manner as in Synthesis Example 1, except that 2,3-di-p-tolylaminophenyl-benzo[b]thiophene was used instead of 2,3-di-p-tolyl-benzo[b]thiophene used to synthesize Intermediate B in Synthesis Example 1. Reactants: CC(C)(C)OC(=O)N1CC=C(B2OC(C)(C)C(C)(C)O2)CC1, O=C([O-])[O-], CN(C)C=O, [K+], [K+], Nc1ccc2scnc2c1Br, O. Yields the product CC(C)(C)OC(=O)N1CC=C(c2c(N)ccc3scnc23)CC1. RXN SMILES: [C:1]([CH3:2])([CH3:3])([CH3:4])[O:5][C:6](=[O:7])[N:8]1[CH2:9][CH2:10][C:11]([B:14]2[O:15][C:16]([CH3:17])([CH3:18])[C:19]([CH3:20])([CH3:21])[O:22]2)=[CH:12][CH2:13]1.[C:23](=[O:24])([O-:25])[O-:26].[CH3:29][N:30]([CH3:31])[CH:32]=[O:33].[K+:27].[K+:28].[NH2:34][c:35]1[cH:36][cH:37][c:38]2[c:39]([n:40][cH:41][s:42]2)[c:43]1[Br:44].[OH2:45]>>[C:1]([CH3:2])([CH3:3])([CH3:4])[O:5][C:6](=[O:7])[N:8]1[CH2:9][CH2:10][C:11]([c:43]2[c:35]([NH2:34])[cH:36][cH:37][c:38]3[c:39]2[n:40][cH:41][s:42]3)=[CH:12][CH2:13]1. Starting materials: CN(C)CC1CCc2onc(-c3ccccc3)c2C1=O, CI, CO, [I-]. Reaction SMILES: [CH3:1][N:2]([CH3:3])[CH2:4][CH:5]1[CH2:6][CH2:7][c:8]2[c:9]([c:10](-[c:13]3[cH:14][cH:15][cH:16][cH:17][cH:18]3)[n:11][o:12]2)[C:19]1=[O:20].[CH3:21][I:22].[CH3:24][OH:25].[I-:23]>>[CH2:4]=[C:5]1[CH2:6][CH2:7][c:8]2[c:9]([c:10](-[c:13]3[cH:14][cH:15][cH:16][cH:17][cH:18]3)[n:11][o:12]2)[C:19]1=[O:20]. The product is C=C1CCc2onc(-c3ccccc3)c2C1=O.